From a dataset of the Open Reaction Database (ORD), a public repository of structured organic reaction records. describe an organic reaction: reactants, conditions, products, and yield The reactants are CC(=O)[O-], CO, Cl, O=C(c1ccc2c(c1)OCO2)C(F)(F)F, NO, [Na+], O. Yields the product ON=C(c1ccc2c(c1)OCO2)C(F)(F)F. As a reaction SMILES: [CH3:20][C:21](=[O:22])[O-:23].[CH3:24][OH:25].[ClH:16].[F:1][C:2]([F:3])([F:4])[C:5](=[O:6])[c:7]1[cH:8][c:9]2[c:10]([cH:11][cH:12]1)[O:13][CH2:14][O:15]2.[NH2:17][OH:18].[Na+:19].[OH2:26]>>[F:1][C:2]([F:3])([F:4])[C:5]([c:7]1[cH:8][c:9]2[c:10]([cH:11][cH:12]1)[O:13][CH2:14][O:15]2)=[N:17][OH:18]. Starting materials: C1(C=2C(C(=O)O1)=CC=CC2)=O (phthalic anhydride), NC=1C=C(C=CC1)CC(=O)O ((3-aminophenyl)acetic acid). The solvent is C(C)(=O)O (acetic acid), CCOC(=O)C (EtOAc). Yields the product O=C1N(C(C2=CC=CC=C12)=O)C=1C=C(C=CC1)CC(=O)O ([3-(1,3-Dioxo-1,3-dihydro-2H-isoindol-2-yl)phenyl]acetic acid). RXN SMILES: [C:1]1(=[O:11])[O:6][C:4](=O)[C:3]2=[CH:7][CH:8]=[CH:9][CH:10]=[C:2]12.[NH2:12][C:13]1[CH:14]=[C:15]([CH2:19][C:20]([OH:22])=[O:21])[CH:16]=[CH:17][CH:18]=1>C(O)(=O)C.CCOC(C)=O>[O:11]=[C:1]1[C:2]2[C:3](=[CH:7][CH:8]=[CH:9][CH:10]=2)[C:4](=[O:6])[N:12]1[C:13]1[CH:14]=[C:15]([CH2:19][C:20]([OH:22])=[O:21])[CH:16]=[CH:17][CH:18]=1. Procedure: A solution of phthalic anhydride (1.2 g, 8.3 mmol) and (3-aminophenyl)acetic acid (1.0 g, 6.9 mmol) in acetic acid (25 mL) was heated to reflux for 16 hours. The reaction was cooled, and diluted with 25 mL of EtOAc. A lot of solids crashed out from the solution. The solids were collected by filtration, and identified as the desired [3-(1,3-dioxo-1,3-dihydro-2H-isoindol-2-yl)phenyl]acetic acid. LC-MS (IE, m/z): 282 [M+1]+. Reactants: COC=1C=C2C(=NN(C2=CC1OC)CC1=CC(=C(C=C1)OC)OC)C(=O)[O-] (5,6-Dimethoxy-1-(3,4-dimethoxybenzyl)-1H-indazole-3-carboxylate), [BH4-].[Na+] (sodium borohydride), [BH4-].[Na+] (sodium borohydride), Cl (hydrochloric acid), ice, C([O-])(O)=O.[Na+] (sodium bicarbonate). Solvent: O1CCCC1 (tetrahydrofuran), CO (Methanol), CO (methanol), O (water). Reaction conditions: time 30 minute. Yields the product COC=1C=C2C(=NN(C2=CC1OC)CC1=CC(=C(C=C1)OC)OC)CO (5, 6-Dimethoxy-1-(3,4-dimethoxybenzyl)-1H-indazole-3-methanol). Yield: 93.6%. Reaction SMILES: [CH3:1][O:2][C:3]1[CH:4]=[C:5]2[C:9](=[CH:10][C:11]=1[O:12][CH3:13])[N:8]([CH2:14][C:15]1[CH:20]=[CH:19][C:18]([O:21][CH3:22])=[C:17]([O:23][CH3:24])[CH:16]=1)[N:7]=[C:6]2[C:25]([O-])=[O:26].[BH4-].[Na+].Cl.C(=O)(O)[O-].[Na+]>O1CCCC1.O.CO>[CH3:1][O:2][C:3]1[CH:4]=[C:5]2[C:9](=[CH:10][C:11]=1[O:12][CH3:13])[N:8]([CH2:14][C:15]1[CH:20]=[CH:19][C:18]([O:21][CH3:22])=[C:17]([O:23][CH3:24])[CH:16]=1)[N:7]=[C:6]2[CH2:25][OH:26] |f:1.2,4.5|. Reported procedure: 5,6-Dimethoxy-1-(3,4-dimethoxybenzyl)-1H-indazole-3-carboxylate (205.0 g) was ground in a mortar and suspended in tetrahydrofuran (1500 ml) at room temperature. Then sodium borohydride (96.8 g) was added thereto and the mixture was stirred at room temperature. Methanol (300 ml) was slowly added dropwise thereinto within 30 minutes. After the completion of the addition, the reaction mixture was heated to 50° C. and stirred for 5 hours. After adding sodium borohydride (19.4 g) and methanol (60 ml)... The reactants are CCO, Cl, O=[N+]([O-])c1ccccc1C=Cc1n[nH]c2ccccc12, [Na+], [OH-], [Sn]. Yields the product Nc1ccccc1C=Cc1n[nH]c2ccccc12. Reaction SMILES: [CH3:25][CH2:26][OH:27].[ClH:22].[N+:1]([O-:2])(=[O:3])[c:4]1[c:5]([CH:10]=[CH:11][c:12]2[n:13][nH:14][c:15]3[cH:16][cH:17][cH:18][cH:19][c:20]23)[cH:6][cH:7][cH:8][cH:9]1.[Na+:24].[OH-:23].[Sn:21]>>[NH2:1][c:4]1[c:5]([CH:10]=[CH:11][c:12]2[n:13][nH:14][c:15]3[cH:16][cH:17][cH:18][cH:19][c:20]23)[cH:6][cH:7][cH:8][cH:9]1. Reactants: C(C)(C)(C)[Si](N1C=CC=2C1=CC=NC2I)(C)C (1-(tert-butyl-dimethyl-silanyl)-4-iodo-1H-pyrrolo[2,3-d]pyridine), [Cl-] (chloride), ClC1=C(C=C(C=C1)S(=O)(=O)N(COC)C1=C(C=CC(=C1)Cl)C=O)C(F)(F)F (4-chloro-N-(5-chloro-2-formyl-phenyl)-N-methoxymethyl-3-trifluoromethyl-benzene sulfonamide). Solvent: C1CCOC1 (THF), C1CCOC1 (THF). Run at temperature 0 celsius, time 30 minute. The product is ClC1=C(C=C(C=C1)S(=O)(=O)N(COC)C1=C(C=CC(=C1)Cl)C(C1=C2C(=NC=C1)N(C=C2)[Si](C)(C)C(C)(C)C)O)C(F)(F)F (4-chloro-N-{5-chloro-2-[hydroxy-(1-(tert-butyl-dimethyl-silanyl)-1H-pyrrolo[2,3-b]pyridin-4-yl)-methyl]-phenyl}-N-methoxymethyl-3-trifluoromethyl-benzenesulfonamide). The yield is 48.3%. As a reaction SMILES: [C:1]([Si:5]([CH3:17])([CH3:16])[N:6]1[C:10]2=[CH:11][CH:12]=[N:13][C:14](I)=[C:9]2[CH:8]=[CH:7]1)([CH3:4])([CH3:3])[CH3:2].[Cl-].[Cl:19][C:20]1[CH:25]=[CH:24][C:23]([S:26]([N:29]([C:33]2[CH:38]=[C:37]([Cl:39])[CH:36]=[CH:35][C:34]=2[CH:40]=[O:41])[CH2:30][O:31][CH3:32])(=[O:28])=[O:27])=[CH:22][C:21]=1[C:42]([F:45])([F:44])[F:43]>C1COCC1>[Cl:19][C:20]1[CH:25]=[CH:24][C:23]([S:26]([N:29]([C:33]2[CH:38]=[C:37]([Cl:39])[CH:36]=[CH:35][C:34]=2[CH:40]([OH:41])[C:10]2[CH:11]=[CH:12][N:13]=[C:14]3[N:6]([Si:5]([C:1]([CH3:4])([CH3:3])[CH3:2])([CH3:17])[CH3:16])[CH:7]=[CH:8][C:9]=23)[CH2:30][O:31][CH3:32])(=[O:27])=[O:28])=[CH:22][C:21]=1[C:42]([F:44])([F:45])[F:43]. Reported procedure: To a solution of 1-(tert-butyl-dimethyl-silanyl)-4-iodo-1H-pyrrolo[2,3-d]pyridine (97.4 mg, 0.27 mmol) in THF (2 mL) under nitrogen atmosphere at 0° C. was added drop wise isopropylmagnisum chloride (2 M solution in THF, 0.27 mL, 0.54 mmol). The mixture was then stirred for 30 min at 0° C. followed by the addition of a solution of 4-chloro-N-(5-chloro-2-formyl-phenyl)-N-methoxymethyl-3-trifluoromethyl-benzene sulfonamide (120 mg, 0.27 mmol) in THF (2 mL) at 0° C. The mixture was stirred at room ... Reactants: NC=1SC(=CN1)C(=O)OCC (Ethyl 2-aminothiazole-5-carboxylate), CS(=O)(=O)C1=CC=C(C=C1)/C(/C(=O)O)=C\C1CCOCC1 ((E)-2-(4-methanesulfonylphenyl)-3-(tetrahydropyran-4-yl)acrylic acid). The product is CS(=O)(=O)C1=CC=C(C=C1)/C(/C(=O)NC=1SC(=CN1)C(=O)OCC)=C\C1CCOCC1 ((E)-ethyl 2-[2-(4-methanesulfonylphenyl)-3-(tetrahydropyran-4-yl)acryloylamino]thiazole-5-carboxylate). RXN SMILES: [NH2:1][C:2]1[S:3][C:4]([C:7]([O:9][CH2:10][CH3:11])=[O:8])=[CH:5][N:6]=1.[CH3:12][S:13]([C:16]1[CH:21]=[CH:20][C:19](/[C:22](=[CH:26]\[CH:27]2[CH2:32][CH2:31][O:30][CH2:29][CH2:28]2)/[C:23](O)=[O:24])=[CH:18][CH:17]=1)(=[O:15])=[O:14]>>[CH3:12][S:13]([C:16]1[CH:17]=[CH:18][C:19](/[C:22](=[CH:26]\[CH:27]2[CH2:32][CH2:31][O:30][CH2:29][CH2:28]2)/[C:23]([NH:1][C:2]2[S:3][C:4]([C:7]([O:9][CH2:10][CH3:11])=[O:8])=[CH:5][N:6]=2)=[O:24])=[CH:20][CH:21]=1)(=[O:15])=[O:14]. Procedure: Ethyl 2-aminothiazole-5-carboxylate (0.73 g, 4.26 mmol) was condensed with (E)-2-(4-methanesulfonylphenyl)-3-(tetrahydropyran-4-yl)acrylic acid (Preparation 25, 0.33 g, 1.07 mmol), using the procedure described in EXAMPLE 65, to give (E)-ethyl 2-[2-(4-methanesulfonylphenyl)-3-(tetrahydropyran-4-yl)acryloylamino]thiazole-5-carboxylate: m/z (ES+)=465.3 [M+H]+. This ester (0.50 g, 1.07 mmol) was saponified, employing the protocol described in EXAMPLE 127, to furnish (E)-2-[2-(4-methanesulfonylpheny... Starting materials: C1(C=2C(C(N1CC1=NN=CN1C1=C(C(=O)C3=C(C=CC=C3)Cl)C=CC=C1)=O)=CC=CC2)=O (2-(3-phthalimidomethyl-4H-1,2,4-triazol-4-yl)-2'-chlorobenzophenone), ClN1C(C=2C(C1=O)=CC=CC2)=O (N-chlorophthalimide). Product: ClC1=NN=C(N1C1=C(C(=O)C2=C(C=CC=C2)Cl)C=CC=C1)CN1C(C=2C(C1=O)=CC=CC2)=O (2-(3-chloro-5-phthalimidomethyl-4H-1,2,4-triazol-4-yl)-2'-chlorobenzophenone). As a reaction SMILES: [C:1]1(=[O:32])[N:5]([CH2:6][C:7]2[N:11]([C:12]3[CH:26]=[CH:25][CH:24]=[CH:23][C:13]=3[C:14]([C:16]3[CH:21]=[CH:20][CH:19]=[CH:18][C:17]=3[Cl:22])=[O:15])[CH:10]=[N:9][N:8]=2)[C:4](=[O:27])[C:3]2=[CH:28][CH:29]=[CH:30][CH:31]=[C:2]12.[Cl:33]N1C(=O)C2=CC=CC=C2C1=O>>[Cl:33][C:10]1[N:11]([C:12]2[CH:26]=[CH:25][CH:24]=[CH:23][C:13]=2[C:14]([C:16]2[CH:21]=[CH:20][CH:19]=[CH:18][C:17]=2[Cl:22])=[O:15])[C:7]([CH2:6][N:5]2[C:4](=[O:27])[C:3]3=[CH:28][CH:29]=[CH:30][CH:31]=[C:2]3[C:1]2=[O:32])=[N:8][N:9]=1. Procedure details: Following the procedure of Example 2, 2-(3-phthalimidomethyl-4H-1,2,4-triazol-4-yl)-2'-chlorobenzophenone is reacted with N-chlorophthalimide to form 2-(3-chloro-5-phthalimidomethyl-4H-1,2,4-triazol-4-yl)-2'-chlorobenzophenone.